From a dataset of the Open Reaction Database (ORD), a public repository of structured organic reaction records. describe an organic reaction: reactants, conditions, products, and yield Reactants: C(C)OC([C@H](C(C)C)NC(C1=CC=C(C=C1)N1CCC(CC1)NC[C@@H](C1=CC(=C(C=C1)O)NS(=O)(=O)C)O)=O)=O ((2S)-2-(4-{4-[(2R)-2-Hydroxy-2-(4-hydroxy-3-methanesulfonylamino-phenyl)-ethylamino]-piperidine-1-yl}-benzoylamino)-3-methyl-butyric acid ethyl ester), [OH-].[Na+] (sodium hydroxide). Product: O[C@@H](CNC1CCN(CC1)C1=CC=C(C(=O)N[C@H](C(=O)O)C(C)C)C=C1)C1=CC(=C(C=C1)O)NS(=O)(=O)C ((2S)-2-(4-{4-[(2R)-2-Hydroxy-2-(4-hydroxy-3-methanesulfonylamino-phenyl)-ethylamino]-piperidine-1-yl}-benzoylamino)-3-methyl-butyric acid). As a reaction SMILES: C([O:3][C:4](=[O:40])[C@@H:5]([NH:9][C:10](=[O:39])[C:11]1[CH:16]=[CH:15][C:14]([N:17]2[CH2:22][CH2:21][CH:20]([NH:23][CH2:24][C@H:25]([OH:38])[C:26]3[CH:31]=[CH:30][C:29]([OH:32])=[C:28]([NH:33][S:34]([CH3:37])(=[O:36])=[O:35])[CH:27]=3)[CH2:19][CH2:18]2)=[CH:13][CH:12]=1)[CH:6]([CH3:8])[CH3:7])C.[OH-].[Na+]>>[OH:38][C@H:25]([C:26]1[CH:31]=[CH:30][C:29]([OH:32])=[C:28]([NH:33][S:34]([CH3:37])(=[O:35])=[O:36])[CH:27]=1)[CH2:24][NH:23][CH:20]1[CH2:21][CH2:22][N:17]([C:14]2[CH:15]=[CH:16][C:11]([C:10]([NH:9][C@@H:5]([CH:6]([CH3:8])[CH3:7])[C:4]([OH:40])=[O:3])=[O:39])=[CH:12][CH:13]=2)[CH2:18][CH2:19]1 |f:1.2|. Procedure details: The title compound was prepared from (2S)-2-(4-{4-[(2R)-2-hydroxy-2-(4-hydroxy-3-methanesulfonylamino-phenyl)-ethylamino]-piperidine-1-yl}-benzoylamino)-3-methyl-butyric acid ethyl ester (which was obtained in Example 202) by sodium hydroxide hydrolysis as a pale yellowish solid; mp >135° C. (decomposed); 1H NMR (300 MHz, DMSO-d6) δ 0.90 (d, J=2.3 Hz, 3H), 0.92 (d, J=2.3 Hz, 3H), 1.45-1.55 (m, 2H), 1.90-2.05 (m, 2H), 2.05-2.20 (m, 1H), 2.60-2.94 (m, 5H), 2.94 (s, 3H), 3.70-3.85 (m, 2H), 4.11 (t,... The reactants are CC(=O)OC(C)=O, COc1ccc(CC(C(=O)O)C(=O)O)cc1, O. Yields the product C=C(Cc1ccc(OC)cc1)C(=O)O. As a reaction SMILES: [CH3:17][C:18]([O:19][C:20](=[O:21])[CH3:22])=[O:23].[CH3:1][O:2][c:3]1[cH:4][cH:5][c:6]([CH2:7][CH:8]([C:9](=[O:10])[OH:11])[C:12]([OH:13])=[O:14])[cH:15][cH:16]1.[OH2:24]>>[CH3:1][O:2][c:3]1[cH:4][cH:5][c:6]([CH2:7][C:8]([C:9](=[O:10])[OH:11])=[CH2:12])[cH:15][cH:16]1. The reactants are CCOC(=O)c1c(CC(=O)O)[nH]c(C(=O)OC(C)(C)C)c1C, ClCCl, [Na+], [OH-], O=C(O)C(F)(F)F. Yields the product CCOC(=O)c1c(C)c[nH]c1CC(=O)O. As a reaction SMILES: [CH2:1]([CH3:2])[O:3][C:4](=[O:5])[c:6]1[c:7]([CH3:22])[c:8]([C:15]([O:16][C:17]([CH3:18])([CH3:19])[CH3:20])=[O:21])[nH:9][c:10]1[CH2:11][C:12](=[O:13])[OH:14].[Cl:32][CH2:33][Cl:34].[Na+:31].[OH-:30].[OH:23][C:24]([C:25]([F:26])([F:27])[F:28])=[O:29]>>[CH2:1]([CH3:2])[O:3][C:4](=[O:5])[c:6]1[c:7]([CH3:22])[cH:8][nH:9][c:10]1[CH2:11][C:12](=[O:13])[OH:14].